This data is from the Open Reaction Database (ORD), a public repository of structured organic reaction records. The task is: describe an organic reaction: reactants, conditions, products, and yield Reactants: Cc1noc(N)c1Br, CC(C)(C)OC(=O)N1CCN(c2ccc(B(O)O)cc2)CC1, [Na+], [Na+], O=C([O-])[O-], CN(C)C=O, O. Yields the product Cc1noc(N)c1-c1ccc(N2CCN(C(=O)OC(C)(C)C)CC2)cc1. Reaction SMILES: [Br:1][c:2]1[c:3]([CH3:8])[n:4][o:5][c:6]1[NH2:7].[C:9]([CH3:10])([CH3:11])([CH3:12])[O:13][C:14](=[O:15])[N:16]1[CH2:17][CH2:18][N:19]([c:22]2[cH:23][cH:24][c:25]([B:28]([OH:29])[OH:30])[cH:26][cH:27]2)[CH2:20][CH2:21]1.[Na+:31].[Na+:32].[O-:33][C:34](=[O:35])[O-:36].[O:38]=[CH:39][N:40]([CH3:41])[CH3:42].[OH2:37]>>[c:2]1(-[c:25]2[cH:24][cH:23][c:22]([N:19]3[CH2:18][CH2:17][N:16]([C:14]([O:13][C:9]([CH3:10])([CH3:11])[CH3:12])=[O:15])[CH2:21][CH2:20]3)[cH:27][cH:26]2)[c:3]([CH3:8])[n:4][o:5][c:6]1[NH2:7].